Dataset: the Open Reaction Database (ORD), a public repository of structured organic reaction records. Task: describe an organic reaction: reactants, conditions, products, and yield The reactants are BrC1=C(C(=O)O)C=CC(=C1)Cl (2-bromo-4-chlorobenzoic acid), solution, C(C1=CC=CC=C1)N1CCC(CC1)=O (1-benzylpiperidin-4-one), O (water), C(C)OCC (diethyl ether). The solvent is CCCCCC (hexane), C(CCC)[Li] (n-butyllithium), O1CCCC1 (tetrahydrofuran), O1CCCC1 (THF). Conditions: temperature -78 celsius, time 3 hour. The product is C(C1=CC=CC=C1)N1CCC2(CC1)OC(C1=C2C=C(C=C1)Cl)=O (1′-Benzyl-6-chloro-3H-spiro[2-benzofuran-1,4′-piperidin]-3-one). The yield is 37.2%. RXN SMILES: Br[C:2]1[CH:10]=[C:9]([Cl:11])[CH:8]=[CH:7][C:3]=1[C:4]([OH:6])=[O:5].[CH2:12]([N:19]1[CH2:24][CH2:23][C:22](=O)[CH2:21][CH2:20]1)[C:13]1[CH:18]=[CH:17][CH:16]=[CH:15][CH:14]=1.O.C(OCC)C>O1CCCC1.CCCCCC.C([Li])CCC>[CH2:12]([N:19]1[CH2:24][CH2:23][C:22]2([C:2]3[CH:10]=[C:9]([Cl:11])[CH:8]=[CH:7][C:3]=3[C:4](=[O:5])[O:6]2)[CH2:21][CH2:20]1)[C:13]1[CH:18]=[CH:17][CH:16]=[CH:15][CH:14]=1. Reported procedure: To a solution of 2-bromo-4-chlorobenzoic acid (2.35 g, 10.0 mmol) in tetrahydrofuran (THF) (15 mL) was added, a 1.6 M solution in hexane, n-butyllithium (Parham, W. E; Egberg, D. C.; Sayed, Y. A; Thraikill, R. W; Keyser, G. E; William, M. N; Montgomery, M. C; Jones, L. D., J. Org. Chem., 1976, 41, 2628-2633) (20 mL, 32.0 mmol) slowly at −78° C. under nitrogen. After addition was complete the reaction mixture was stirred at −78° C. for 3 hours (h). Then a solution of 1-benzylpiperidin-4-one (3.78... Starting materials: O=C([O-])[O-], COc1ccccc1N1Sc2ccccc2CC1=O, CI, CC(C)=O, [K+], [K+]. Product: COc1ccccc1N1Sc2ccccc2C(C)C1=O. As a reaction SMILES: [C:22](=[O:23])([O-:24])[O-:25].[CH3:1][O:2][c:3]1[c:4]([N:9]2[S:10][c:11]3[c:12]([cH:16][cH:17][cH:18][cH:19]3)[CH2:13][C:14]2=[O:15])[cH:5][cH:6][cH:7][cH:8]1.[CH3:20][I:21].[CH3:28][C:29](=[O:30])[CH3:31].[K+:26].[K+:27]>>[CH3:1][O:2][c:3]1[c:4]([N:9]2[S:10][c:11]3[c:12]([cH:16][cH:17][cH:18][cH:19]3)[CH:13]([CH3:22])[C:14]2=[O:15])[cH:5][cH:6][cH:7][cH:8]1. Starting materials: ONC(NCCC[C@H](N)C(=O)O)=N (Nω-hydroxy-L-arginine), [N]=O (nitrogen monoxide), N[C@@H](CCCNC(N)=N)C(=O)O (L-arginine), CC(=O)O.C(C[C@@H](C(=O)O)N)CN=C(N)NO (NOHA). The product is N[C@@H](CCCNC(=O)N)C(=O)O (L-citrulline). RXN SMILES: O[NH:2][C:3](=N)[NH:4][CH2:5][CH2:6][CH2:7][C@@H:8]([C:10]([OH:12])=[O:11])[NH2:9].N[C@H](C(O)=[O:24])CCCNC(=N)N.CC(O)=O.C(CN=C(NO)N)C[C@H](N)C(O)=O.[N]=O>>[NH2:9][C@H:8]([C:10]([OH:12])=[O:11])[CH2:7][CH2:6][CH2:5][NH:4][C:3]([NH2:2])=[O:24] |f:2.3,^1:42|. Procedure details: Nω-hydroxy-L-arginine is the physiologically occurring intermediate of the NO synthase catalysed oxidation L-arginine. NOHA is oxidised in a further step of NO synthase, nitrogen monoxide being released and L-citrulline being formed. The reactants are BrB(Br)Br, ClCCl, ClCCl, COc1ccc(CC2SC(=O)NC2=O)cc1C(=O)NCc1ccc(C(F)(F)F)cc1, O. The product is O=C1NC(=O)C(Cc2ccc(O)c(C(=O)NCc3ccc(C(F)(F)F)cc3)c2)S1. Reaction SMILES: [B:34]([Br:35])([Br:36])[Br:37].[CH2:31]([Cl:32])[Cl:33].[CH2:39]([Cl:40])[Cl:41].[F:1][C:2]([c:3]1[cH:4][cH:5][c:6]([CH2:7][NH:8][C:9]([c:10]2[c:11]([O:24][CH3:25])[cH:12][cH:13][c:14]([CH2:16][CH:17]3[C:18](=[O:23])[NH:19][C:20](=[O:22])[S:21]3)[cH:15]2)=[O:26])[cH:27][cH:28]1)([F:29])[F:30].[OH2:38]>>[F:1][C:2]([c:3]1[cH:4][cH:5][c:6]([CH2:7][NH:8][C:9]([c:10]2[c:11]([OH:24])[cH:12][cH:13][c:14]([CH2:16][CH:17]3[C:18](=[O:23])[NH:19][C:20](=[O:22])[S:21]3)[cH:15]2)=[O:26])[cH:27][cH:28]1)([F:29])[F:30]. Starting materials: [Cl-].[Al+3].[Cl-].[Cl-] (aluminum chloride), C(C)S (ethanethiol), C1(=CC=CC=C1)N1N=NN=C1SCN1S(=O)(=O)C2=CC(=C(C(=C2C1=O)C(C)C)OC)OC (2-(1-phenyltetrazol-5-yl)thiomethyl-4-isopropyl-5,6-dimethoxy-saccharin), C(C)(=O)OCC.CCCCCC (ethyl acetate hexane). The solvent is C(Cl)(Cl)Cl (chloroform). Conditions: time 18 hour. The product is C1(=CC=CC=C1)N1N=NN=C1SCN1S(=O)(=O)C2=CC(=C(C(=C2C1=O)C(C)C)O)OC (2-(1-phenyltetrazol-5-yl)thiomethyl-4-isopropyl-5-hydroxy-6-methoxy-saccharin). Yield: 77.0%. Reaction SMILES: [C:1]1([N:7]2[C:11]([S:12][CH2:13][N:14]3[C:24](=[O:25])[C:23]4[C:18](=[CH:19][C:20]([O:31][CH3:32])=[C:21]([O:29]C)[C:22]=4[CH:26]([CH3:28])[CH3:27])[S:15]3(=[O:17])=[O:16])=[N:10][N:9]=[N:8]2)[CH:6]=[CH:5][CH:4]=[CH:3][CH:2]=1.[Cl-].[Al+3].[Cl-].[Cl-].C(S)C.C(OCC)(=O)C.CCCCCC>C(Cl)(Cl)Cl>[C:1]1([N:7]2[C:11]([S:12][CH2:13][N:14]3[C:24](=[O:25])[C:23]4[C:18](=[CH:19][C:20]([O:31][CH3:32])=[C:21]([OH:29])[C:22]=4[CH:26]([CH3:27])[CH3:28])[S:15]3(=[O:16])=[O:17])=[N:10][N:9]=[N:8]2)[CH:2]=[CH:3][CH:4]=[CH:5][CH:6]=1 |f:1.2.3.4,6.7|. Procedure details: 2-(1-phenyltetrazol-5-yl)thiomethyl-4-isopropyl-5,6-dimethoxy-saccharin (0.48 g) was added with stirring at 0° C. to a solution of aluminum chloride (0.4 g) and ethanethiol (0.15 mL) in chloroform (3 mL). The temperature was allowed to rise to and remain at room temperature for 18 hours. The reaction mixture was passed through silica gel with ethyl acetate-hexane (2:3) as eluant affording as a colorless oil 2-(1-phenyltetrazol-5-yl)thiomethyl-4-isopropyl-5-hydroxy-6-methoxy-saccharin, 0.3 g, 77%... Reactants: FCCCOC1=CC=C2CC3(CCC(CC3)O)C3(N=C(C(N3)=S)C)C2=C1 (6′-(3-Fluoropropoxy)-4-hydroxy-5″-methyl-3′H-dispiro[cyclohexane-1,2′-indene-1′,2″-imidazole]-4″(3″H)-thione), FS(=O)(=O)C(C(=O)O)(F)F (2-(Fluorosulphonyl)difluoroacetic acid), FS(=O)(=O)C(C(=O)O)(F)F (2-(Fluorosulphonyl)difluoroacetic acid), FCCCOC1=CC=C2CC3(CCC(CC3)O)C3(N=C(C(N3)=S)C)C2=C1 (6′-(3-Fluoropropoxy)-4-hydroxy-5″-methyl-3′H-dispiro[cyclohexane-1,2′-indene-1′,2″-imidazole]-4″(3″H)-thione), Cuprous iodide, O (Water), CCOC(=O)C (EtOAc). Run in C(C)#N (acetonitrile). Run at temperature 60 celsius. Product: FC(OC1CCC2(CC3=CC=C(C=C3C23N=C(C(N3)=S)C)OCCCF)CC1)F (4-(difluoromethoxy)-6′-(3-fluoropropoxy)-5″-methyl-3′H-dispiro[cyclohexane-1,2′-indene-1′,2″-imidazole]-4″(3″H)-thione). The yield is 103.5%. RXN SMILES: [F:1][CH2:2][CH2:3][CH2:4][O:5][C:6]1[CH:26]=[C:25]2[C:9]([CH2:10][C:11]3([C:18]42[NH:22][C:21](=[S:23])[C:20]([CH3:24])=[N:19]4)[CH2:16][CH2:15][CH:14]([OH:17])[CH2:13][CH2:12]3)=[CH:8][CH:7]=1.FS([C:31]([F:36])([F:35])C(O)=O)(=O)=O.O.CCOC(C)=O>C(#N)C>[F:35][CH:31]([F:36])[O:17][CH:14]1[CH2:15][CH2:16][C:11]2([C:18]3([NH:22][C:21](=[S:23])[C:20]([CH3:24])=[N:19]3)[C:25]3[C:9](=[CH:8][CH:7]=[C:6]([O:5][CH2:4][CH2:3][CH2:2][F:1])[CH:26]=3)[CH2:10]2)[CH2:12][CH2:13]1. Procedure details: 6′-(3-Fluoropropoxy)-4-hydroxy-5″-methyl-3′H-dispiro[cyclohexane-1,2′-indene-1′,2″-imidazole]-4″(3″H)-thione (Intermediate 33, 290 mg, 0.77 mmol) was suspended in dry acetonitrile (10 mL). Cuprous iodide (14.67 mg, 0.08 mmol) was added and the resulting mixture was heated at 60° C. for 5 min under an atmosphere of argon. 2-(Fluorosulphonyl)difluoroacetic acid (0.127 mL, 1.16 mmol) was added in a stream and the reaction mixture was heated for 20 min. Additional 2-(Fluorosulphonyl)difluoroacetic a...